From a dataset of the Open Reaction Database (ORD), a public repository of structured organic reaction records. describe an organic reaction: reactants, conditions, products, and yield Reactants: Cl.COC(=O)[C@@H]1NC[C@H](C1)O ((2R,4S)-4-Hydroxy-pyrrolidine-2-carboxylic acid methyl ester, hydrochloride), C(=O)([O-])[O-].[Na+].[Na+] (Na2CO3), N(=C=O)C1=CC=C(C=C1)OCC(F)(F)F (1-Isocyanato-4-(2,2,2-trifluoro-ethoxy)-benzene). The solvent is C1CCOC1 (THF), C1CCOC1 (THF). Conditions: time 15 minute. Yields the product COC(=O)[C@@H]1N(C[C@H](C1)O)C(NC1=CC=C(C=C1)OCC(F)(F)F)=O ((2R,4S)-4-Hydroxy-1-[4-(2,2,2-trifluoro-ethoxy)-phenylcarbamoyl]-pyrrolidine-2-carboxylic acid methyl ester). Isolated yield 45.0%. Reaction SMILES: Cl.[CH3:2][O:3][C:4]([C@H:6]1[CH2:10][C@H:9]([OH:11])[CH2:8][NH:7]1)=[O:5].C([O-])([O-])=O.[Na+].[Na+].[N:18]([C:21]1[CH:26]=[CH:25][C:24]([O:27][CH2:28][C:29]([F:32])([F:31])[F:30])=[CH:23][CH:22]=1)=[C:19]=[O:20]>C1COCC1>[CH3:2][O:3][C:4]([C@H:6]1[CH2:10][C@H:9]([OH:11])[CH2:8][N:7]1[C:19](=[O:20])[NH:18][C:21]1[CH:26]=[CH:25][C:24]([O:27][CH2:28][C:29]([F:31])([F:30])[F:32])=[CH:23][CH:22]=1)=[O:5] |f:0.1,2.3.4|. Procedure: To a solution of (2R,4S)-4-Hydroxy-pyrrolidine-2-carboxylic acid methyl ester, hydrochloride (3 g, 16.57 mmol) in THF (15 mL) was added solid Na2CO3 (2.10 g, 19.88 mmol) and stirred for 15 min. To this mixture, freshly prepared 1-Isocyanato-4-(2,2,2-trifluoro-ethoxy)-benzene (4.3 g, 19.88 mmol) in THF (10 mL) was added and stirred for 2 h at room temperature. The reaction mixture was filtered and the filtrate was concentrated under reduced pressure. The residue was taken up in DCM and washed wit...